This data is from the Open Reaction Database (ORD), a public repository of structured organic reaction records. The task is: describe an organic reaction: reactants, conditions, products, and yield The reactants are BrC(CCO)(C)C1=CC=C(C=C1)C1=C(C=C(C=C1)F)F (3-bromo-3-(2',4'-difluoro-4-biphenylyl)butan-1-ol), FC1=C(C=CC(=C1)F)C1=CC=C(C=C1)C(CCO)C (3-(2',4'-difluoro-4-biphenylyl)butan-1-ol), C(C)(=O)[O-].[K+] (potassium acetate). Product: C(C)(=O)OC(CCO)(C)C1=CC=C(C=C1)C1=C(C=C(C=C1)F)F (3-acetoxy-3-(2',4'-difluoro-4-biphenylyl)butan-1-ol). As a reaction SMILES: Br[C:2]([C:7]1[CH:12]=[CH:11][C:10]([C:13]2[CH:18]=[CH:17][C:16]([F:19])=[CH:15][C:14]=2[F:20])=[CH:9][CH:8]=1)([CH3:6])[CH2:3][CH2:4][OH:5].FC1C=C(F)C=CC=1C1C=CC(C(C)CCO)=CC=1.[C:40]([O-:43])(=[O:42])[CH3:41].[K+]>>[C:40]([O:43][C:2]([C:7]1[CH:12]=[CH:11][C:10]([C:13]2[CH:18]=[CH:17][C:16]([F:19])=[CH:15][C:14]=2[F:20])=[CH:9][CH:8]=1)([CH3:6])[CH2:3][CH2:4][OH:5])(=[O:42])[CH3:41] |f:2.3|. Procedure: Analogously to Example 25 (a), 3-bromo-3-(2',4'-difluoro-4-biphenylyl)butan-1-ol, obtained by brominating 3-(2',4'-difluoro-4-biphenylyl)butan-1-ol, and potassium acetate are reacted to give 3-acetoxy-3-(2',4'-difluoro-4-biphenylyl)butan-1-ol. Reactants: Cc1cccc(-c2sc(C)nc2C(=O)O)c1, CCN(C(C)C)C(C)C, O=C1c2ccccc2C(=O)N1CC1NCC2CC(F)(F)CC21, CN(C)C=O. As a reaction SMILES: [CH3:1][c:2]1[s:3][c:4](-[c:10]2[cH:11][c:12]([CH3:16])[cH:13][cH:14][cH:15]2)[c:5]([C:7](=[O:8])[OH:9])[n:6]1.[CH:39]([N:40]([CH2:41][CH3:42])[CH:43]([CH3:44])[CH3:45])([CH3:46])[CH3:47].[F:17][C:18]1([F:38])[CH2:19][CH:20]2[CH2:21][NH:22][CH:23]([CH2:26][N:27]3[C:28](=[O:37])[c:29]4[cH:30][cH:31][cH:32][cH:33][c:34]4[C:35]3=[O:36])[CH:24]2[CH2:25]1.[O:48]=[CH:49][N:50]([CH3:51])[CH3:52]>>[CH3:1][c:2]1[s:3][c:4](-[c:10]2[cH:11][c:12]([CH3:16])[cH:13][cH:14][cH:15]2)[c:5]([C:7](=[O:9])[N:22]2[CH2:21][CH:20]3[CH2:19][C:18]([F:17])([F:38])[CH2:25][CH:24]3[CH:23]2[CH2:26][N:27]2[C:28](=[O:37])[c:29]3[cH:30][cH:31][cH:32][cH:33][c:34]3[C:35]2=[O:36])[n:6]1. Yields the product Cc1cccc(-c2sc(C)nc2C(=O)N2CC3CC(F)(F)CC3C2CN2C(=O)c3ccccc3C2=O)c1. Starting materials: S1CCC(CC1)=O (tetrahydrothiopyran-4-one), N1CCCC1 (pyrrolidine), C1=CC=CC=C1 (benzene). The solvent is O (water). Product: N1(CCCC1)C1=CCSCC1 (5,6-dihydro-4-(1-pyrrolidinyl)-2H-thiopyran). As a reaction SMILES: [S:1]1[CH2:6][CH2:5][C:4](=O)[CH2:3][CH2:2]1.[NH:8]1[CH2:12][CH2:11][CH2:10][CH2:9]1.C1C=CC=CC=1>O>[N:8]1([C:4]2[CH2:5][CH2:6][S:1][CH2:2][CH:3]=2)[CH2:12][CH2:11][CH2:10][CH2:9]1. Procedure details: A solution of 103 g (0.89 mole) of tetrahydrothiopyran-4-one, 95 g (1.33 moles) of pyrrolidine, and one l. of anhydrous benzene is heated under reflux in a nitrogen atmosphere for 2 hours until the theoretical amount of water has collected in a Dean-Stark trap. The solvent is distilled, and the residue is fractionated under reduced pressure to provide 5,6-dihydro-4-(1-pyrrolidinyl)-2H-thiopyran as a colorless liquid, b.p. 124° (0.01 mm). Reactants: ClC=1C=C2C=CC(=CC2=CC1)S(=O)(=O)N1C(C(N(CC1)C(=O)C1CCN(CC1)C1=CC=NC=C1)OC)=C=O (4-(6-chloronaphth-2-ylsulphonyl)-2-methoxy-carbonyl-1-[1-(4-pyridyl)piperidin-4-ylcarbonyl]piperazine), [OH-].[Na+] (sodium hydroxide), CO (methanol), Cl (hydrochloric acid). Yields the product C(=O)(O)C1N(CCN(C1)S(=O)(=O)C1=CC2=CC=C(C=C2C=C1)Cl)C(=O)C1CCN(CC1)C1=CC=NC=C1 (2-carboxy-4-(6-chloronaphth-2-ylsulphonyl)-1-[1-(4-pyridyl)piperidin-4-ylcarbonyl]piperazine). As a reaction SMILES: [Cl:1][C:2]1[CH:3]=[C:4]2[C:9](=[CH:10][CH:11]=1)[CH:8]=[C:7]([S:12]([N:15]1[CH2:20][CH2:19][N:18]([C:21]([CH:23]3[CH2:28][CH2:27][N:26]([C:29]4[CH:34]=[CH:33][N:32]=[CH:31][CH:30]=4)[CH2:25][CH2:24]3)=[O:22])[CH:17](OC)[C:16]1=C=O)(=[O:14])=[O:13])[CH:6]=[CH:5]2.[OH-:39].[Na+].Cl.[CH3:42][OH:43]>>[C:42]([CH:17]1[CH2:16][N:15]([S:12]([C:7]2[CH:6]=[CH:5][C:4]3[C:9](=[CH:10][CH:11]=[C:2]([Cl:1])[CH:3]=3)[CH:8]=2)(=[O:14])=[O:13])[CH2:20][CH2:19][N:18]1[C:21]([CH:23]1[CH2:28][CH2:27][N:26]([C:29]2[CH:30]=[CH:31][N:32]=[CH:33][CH:34]=2)[CH2:25][CH2:24]1)=[O:22])([OH:43])=[O:39] |f:1.2|. Procedure: A mixture of 4-(6-chloronaphth-2-ylsulphonyl)-2-methoxy-carbonyl-1-[1-(4-pyridyl)piperidin-4-ylcarbonyl]piperazine (0.362 g), 1N aqueous sodium hydroxide solution (1.3 ml) and methanol (5 ml) was stirred and heated to reflux for 30 minutes. The mixture was acidified by the addition of 2N aqueous hydrochloric acid (2 ml) and evaporated. The residue was dried to give 2-carboxy-4-(6-chloronaphth-2-ylsulphonyl)-1-[1-(4-pyridyl)piperidin-4-ylcarbonyl]piperazine (0.41 g); The reactants are N12CCOCCOCCN(CCOCCOCC1)CCNCCNCC2 (4,7,13,16-tetraoxa-1,10,21,24-tetraazabicyclo[8,8,8]-hexacosane), compound, C(OC)(=O)Cl (methyl chlorocarbonate). Yields the product C(=O)(OC)N1CCN2CCOCCOCCN(CCOCCOCC2)CCN(CC1)C(=O)OC (21,24-dicarbomethoxy-4,7,13,16-tetraoxa-1,10,21,24-tetraazabicyclo[8,8,8]hexacosane). As a reaction SMILES: [N:1]12[CH2:26][CH2:25][NH:24][CH2:23][CH2:22][NH:21][CH2:20][CH2:19][N:10]([CH2:11][CH2:12][O:13][CH2:14][CH2:15][O:16][CH2:17][CH2:18]1)[CH2:9][CH2:8][O:7][CH2:6][CH2:5][O:4][CH2:3][CH2:2]2.[C:27](Cl)(=[O:30])[O:28][CH3:29]>>[C:27]([N:24]1[CH2:23][CH2:22][N:21]([C:27]([O:28][CH3:29])=[O:30])[CH2:20][CH2:19][N:10]2[CH2:11][CH2:12][O:13][CH2:14][CH2:15][O:16][CH2:17][CH2:18][N:1]([CH2:2][CH2:3][O:4][CH2:5][CH2:6][O:7][CH2:8][CH2:9]2)[CH2:26][CH2:25]1)([O:28][CH3:29])=[O:30]. Procedure: In a manner similar to that described in Example 7, treat 4,7,13,16-tetraoxa-1,10,21,24-tetraazabicyclo[8,8,8]-hexacosane (compound of Example 68B) with methyl chlorocarbonate Isolate and purify the resultant product in a manner similar to that described in Example 7 to obtain 21,24-dicarbomethoxy-4,7,13,16-tetraoxa-1,10,21,24-tetraazabicyclo[8,8,8]hexacosane, m.p. =86° C. Reactants: [BH4-], CC(=O)Nc1ccc(C2=NN=C(C)Cc3cc4c(cc32)OCO4)cc1, O=C([O-])O, CCO, Cl, [Na+], [Na+], O, c1ccncc1. Yields the product CC(=O)Nc1ccc(C2=NNC(C)Cc3cc4c(cc32)OCO4)cc1. Reaction SMILES: [BH4-:26].[C:1]([CH3:2])(=[O:3])[NH:4][c:5]1[cH:6][cH:7][c:8]([C:11]2=[N:12][N:13]=[C:14]([CH3:25])[CH2:15][c:16]3[c:17]2[cH:18][c:19]2[c:20]([cH:21]3)[O:22][CH2:23][O:24]2)[cH:9][cH:10]1.[C:29](=[O:30])([O-:31])[OH:32].[CH3:40][CH2:41][OH:42].[ClH:28].[Na+:27].[Na+:33].[OH2:43].[cH:34]1[cH:35][cH:36][n:37][cH:38][cH:39]1>>[C:1]([CH3:2])(=[O:3])[NH:4][c:5]1[cH:6][cH:7][c:8]([C:11]2=[N:12][NH:13][CH:14]([CH3:25])[CH2:15][c:16]3[c:17]2[cH:18][c:19]2[c:20]([cH:21]3)[O:22][CH2:23][O:24]2)[cH:9][cH:10]1. Starting materials: BrC=1C=C(OC2=C(C=C(C=C2)F)F)C=C(C1)[N+](=O)[O-] (1-(3-bromo-5-nitrophenoxy)-2,4-difluorobenzene), [Cl-].[NH4+] (ammonium chloride), O (water), C(C)O (ethanol). Reagents/catalysts: [Fe] (iron). Solvent: C1CCOC1 (THF). Yields the product BrC=1C=C(N)C=C(C1)OC1=C(C=C(C=C1)F)F (3-bromo-5-(2,4-difluorophenoxy)aniline). Isolated yield 100.0%. RXN SMILES: [Br:1][C:2]1[CH:3]=[C:4]([CH:14]=[C:15]([N+:17]([O-])=O)[CH:16]=1)[O:5][C:6]1[CH:11]=[CH:10][C:9]([F:12])=[CH:8][C:7]=1[F:13].[Cl-].[NH4+].O.C(O)C>C1COCC1.[Fe]>[Br:1][C:2]1[CH:16]=[C:15]([CH:14]=[C:4]([O:5][C:6]2[CH:11]=[CH:10][C:9]([F:12])=[CH:8][C:7]=2[F:13])[CH:3]=1)[NH2:17] |f:1.2|. Procedure details: A mixture of 1-(3-bromo-5-nitrophenoxy)-2,4-difluorobenzene (54 mg, 0.16 mmol), ammonium chloride (18 mg, 0.32 mmol), and iron powder (45 mg, 0.80 mmol) suspended in THF (300 uL), water (100 uL) and ethanol (300 uL) was heated to 100° C. using microwave irradiation (normal) for 3 h. The crude reaction mixture was filtered through a short plug of celite; the celite plug was washed with MeOH (˜5 mL). The resulting filtrate was concentrated in vacuo. The resulting residue was diluted with EtOAc (50...